From a dataset of the Open Reaction Database (ORD), a public repository of structured organic reaction records. describe an organic reaction: reactants, conditions, products, and yield The solvent is C(C)#N (acetonitrile). As a reaction SMILES: [F:1][C:2]([F:14])([F:13])[C:3]1[CH:4]=[CH:5][C:6]([S:9]([OH:12])(=[O:11])=[O:10])=[N:7][CH:8]=1.[F:15]F>C(#N)C>[F:15][N+:7]1[CH:8]=[C:3]([C:2]([F:1])([F:13])[F:14])[CH:4]=[CH:5][C:6]=1[S:9]([O-:12])(=[O:11])=[O:10]. Reported procedure: To a mixture of 5-(trifluoromethyl)pyridine-2-sulfonic acid (227 mg, 1 mmol) and acetonitrile (60 ml) in a flask on a cooling bath kept at -10° C., a mixed gas of 10% fluorine/90% nitrogen was introduced at a flow rate of 15 ml/min. The total amount of the fluorine gas was 3.1 mmol. Thereafter, the nitrogen gas alone was introduced for 30 minutes. After the reaction mixture was concentrated, ethyl acetate was added to the residue. The precipitated crystal was recovered by filtration to obtain N-... Starting materials: FF (fluorine), FC(C=1C=CC(=NC1)S(=O)(=O)O)(F)F (5-(trifluoromethyl)pyridine-2-sulfonic acid), FF (fluorine). The product is F[N+]1=C(C=CC(=C1)C(F)(F)F)S(=O)(=O)[O-] (N-fluoro-5-(trifluoromethyl)pyridinium-2-sulfonate). Starting materials: C(C)(=O)O (acetic acid), ICl (iodine monochloride), C1(=CC=CC=C1)C=1N=C(SC1)N (4-Phenyl-thiazol-2-ylamine). Solvent: C(Cl)Cl (CH2Cl2). Reaction conditions: time 0.5 hour. Product: IC1=C(N=C(S1)N)C1=CC=CC=C1 (5-Iodo-4-phenyl-thiazol-2-ylamine). RXN SMILES: [C:1]1([C:7]2[N:8]=[C:9]([NH2:12])[S:10][CH:11]=2)[CH:6]=[CH:5][CH:4]=[CH:3][CH:2]=1.C(O)(=O)C.[I:17]Cl>C(Cl)Cl>[I:17][C:11]1[S:10][C:9]([NH2:12])=[N:8][C:7]=1[C:1]1[CH:2]=[CH:3][CH:4]=[CH:5][CH:6]=1. Reported procedure: 4-Phenyl-thiazol-2-ylamine (0.881 g, 5.00 mmol) was dissolved in 10 mL of CH2Cl2 and 2 mL of acetic acid and treated at 0° C. with iodine monochloride (5.25 mL of 1M in CH2Cl2, 1.05 eq.) and kept at this temperature for 0.5 h. Pouring onto crashed ice/Na2CO3, twofold extraction with ethyl acetate, washing with water and brine, drying over sodium sulfate, and evaporation to dryness produced 1.60 g of the title compound as dark brown gum, sufficiently pure to be used for the next step. Starting materials: C(C(CO)(CO)N)O.Cl (Tris-HCl), [Mg+2].[Cl-].[Cl-] (MgCl2), C([C@H]([C@@H](CS)O)O)S (DTT), C1=NC2=C(N1[C@H]3[C@@H]([C@H]4[C@H](O3)COP(=O)(O4)O)O)NC(=NC2=O)N (cGMP), [3H]-cGMP, compound, solution, [3H]-5′-GMP, C(C(CO)(CO)N)O.Cl (Tris-HCl), [Mg+2].[Cl-].[Cl-] (MgCl2), C([C@H]([C@@H](CS)O)O)S (DTT), C(COCCOCCN(CC(=O)O)CC(=O)O)N(CC(=O)O)CC(=O)O (EGTA). The solvent is CS(=O)C (DMSO), O (water), CS(=O)C (DMSO). Reaction conditions: time 10 minute. The product is [C@@H]1([C@H](O)[C@H](O)[C@@H](CO)O1)N1C=NC=2C(=O)N=C(N)NC12 ([3H]-guanosine). As a reaction SMILES: C(O)C(N)(CO)CO.Cl.[Mg+2].[Cl-].[Cl-].C(S)[C@@H](O)[C@H](O)CS.[CH:21]1[N:25]([C@@H:26]2[O:30][C@@H:29]3[CH2:31][O:32]P(O)([O:35][C@H:28]3[C@H:27]2[OH:37])=O)[C:24]2[NH:38][C:39]([NH2:43])=[N:40][C:41](=[O:42])[C:23]=2[N:22]=1.C(N(CC(O)=O)CC(O)=O)COCCOCCN(CC(O)=O)CC(O)=O>CS(C)=O.O>[C@@H:26]1([N:25]2[C:24]3[NH:38][C:39]([NH2:43])=[N:40][C:41](=[O:42])[C:23]=3[N:22]=[CH:21]2)[O:30][C@H:29]([CH2:31][OH:32])[C@@H:28]([OH:35])[C@H:27]1[OH:37] |f:0.1,2.3.4|. Procedure details: To 100 μL of a buffer D (40 mmol/L Tris-HCl, pH: 7.4, 10 mmol/L MgCl2, 1 mM DTT, 2 μM cGMP) solution containing [3H]-cGMP (0.5 pa/mL), 10 μL of a compound solution for evaluation (a solution in which a compound was dissolved in DMSO and diluted so that the DMSO concentration became 5%) and 90 μL of a solution prepared by diluting the PDE9 enzyme solution prepared in the above with a buffer E (40 mmol/L Tris-HCl, pH: 7.4, 10 mmol/L MgCl2, 1 mM DTT, 1 mmol/L EGTA) were added under ice cooling. The... The solvent is COC(C)(C)C (tert-butyl methyl ether). The reactants are C(C)(=O)C1=CC=C(C2=CC=CC=C12)C(=O)OC (methyl 4-acetyl-1-naphthalenecarboxylate), FC(C=1C=C(C=C(C1)C(F)(F)F)C(C(F)(F)F)=O)(F)F (1-[3,5-bis(trifluoromethyl)phenyl]-2,2,2-trifluoroethanone), [OH-].[Ca+2].[OH-] (calcium hydroxide), CN(C=O)C (N,N-dimethylformamide). Procedure: A mixture of methyl 4-acetyl-1-naphthalenecarboxylate (5.36 g, 23.5 mmol), 1-[3,5-bis(trifluoromethyl)phenyl]-2,2,2-trifluoroethanone (7.28 g, 23.5 mmol), calcium hydroxide (1.40 g, 18.9 mmol), N,N-dimethylformamide (16 mL) and tert-butyl methyl ether (32 mL) was boiled with provision of the apparatus comprising a ten-plate Oldershaw column and decanter described in Example 1, Step A for removal of the tert-butyl methyl ether/water azeotrope. As the decanter trap contained an amount of tert-buty... As a reaction SMILES: [C:1]([C:4]1[C:13]2[C:8](=[CH:9][CH:10]=[CH:11][CH:12]=2)[C:7]([C:14]([O:16][CH3:17])=[O:15])=[CH:6][CH:5]=1)(=[O:3])[CH3:2].[F:18][C:19]([F:37])([F:36])[C:20]1[CH:21]=[C:22]([C:30](=O)[C:31]([F:34])([F:33])[F:32])[CH:23]=[C:24]([C:26]([F:29])([F:28])[F:27])[CH:25]=1.[OH-].[Ca+2].[OH-].CN(C)C=O>COC(C)(C)C>[F:18][C:19]([F:36])([F:37])[C:20]1[CH:21]=[C:22]([C:30]([C:31]([F:34])([F:33])[F:32])=[CH:2][C:1]([C:4]2[C:13]3[C:8](=[CH:9][CH:10]=[CH:11][CH:12]=3)[C:7]([C:14]([O:16][CH3:17])=[O:15])=[CH:6][CH:5]=2)=[O:3])[CH:23]=[C:24]([C:26]([F:27])([F:28])[F:29])[CH:25]=1 |f:2.3.4|. Run at time 10 hour. Product: FC(C=1C=C(C=C(C1)C(F)(F)F)C(=CC(=O)C1=CC=C(C2=CC=CC=C12)C(=O)OC)C(F)(F)F)(F)F (methyl 4-[3-[3,5-bis(trifluoromethyl)phenyl]-4,4,4-trifluoro-1-oxo-2-buten-1-yl]-1-naphthalenecarboxylate). Reactants: C(C1=CC=CC=C1)OC=1C=C2C=CNC2=CC1OC(F)F (5-(Benzyloxy)-6-(difluoromethoxy)-1H-indole), Example 19-4. Reagents/catalysts: [C].[Pd] (palladium-carbon). Solvent: C(C)(=O)OCC (ethyl acetate), C(C)O (ethanol). Run at time 75 minute. The product is FC(OC1=C(C=C2C=CNC2=C1)O)F (6-(Difluoromethoxy)-1H-indol-5-ol). As a reaction SMILES: C([O:8][C:9]1[CH:10]=[C:11]2[C:15](=[CH:16][C:17]=1[O:18][CH:19]([F:21])[F:20])[NH:14][CH:13]=[CH:12]2)C1C=CC=CC=1>C(O)C.C(OCC)(=O)C.[C].[Pd]>[F:21][CH:19]([F:20])[O:18][C:17]1[CH:16]=[C:15]2[C:11]([CH:12]=[CH:13][NH:14]2)=[CH:10][C:9]=1[OH:8] |f:3.4|. Reported procedure: 5-(Benzyloxy)-6-(difluoromethoxy)-1H-indole described in Production Example 19-4 (245 mg, 0.847 mmol) was dissolved in ethanol (8.0 mL), then 10% palladium-carbon (water content, 50%) (90 mg) was added at room temperature, and the mixture was stirred under hydrogen atmosphere for 75 minutes. The reaction mixture was diluted with ethyl acetate and the catalyst was filtered off with celite. The filtrate was concentrated under vacuum and then filtered with silica gel (ethyl acetate). The target fra... Reactants: OC1=CC(=NN1C)C(F)(F)F (5-Hydroxy-1-methyl-3-trifluoromethylpyrazole), C([O-])([O-])=O.[K+].[K+] (potassium carbonate), ClC1=CC(=C(C=C1Cl)[N+](=O)[O-])F (4,5-Dichloro-2-fluoronitrobenzene). The solvent is CS(=O)C (dimethylsulfoxide). Run at time 18 hour. The product is ClC1=CC(=C(C=C1Cl)OC1=CC(=NN1C)C(F)(F)F)[N+](=O)[O-] (4,5-Dichloro-1-[1-methyl-3-(trifluoromethyl)-1H-pyrazol-5-yl]oxy2-nitrobenzene). Isolated yield 41.4%. As a reaction SMILES: [OH:1][C:2]1[N:6]([CH3:7])[N:5]=[C:4]([C:8]([F:11])([F:10])[F:9])[CH:3]=1.C(=O)([O-])[O-].[K+].[K+].[Cl:18][C:19]1[C:24]([Cl:25])=[CH:23][C:22]([N+:26]([O-:28])=[O:27])=[C:21](F)[CH:20]=1>CS(C)=O>[Cl:25][C:24]1[C:19]([Cl:18])=[CH:20][C:21]([O:1][C:2]2[N:6]([CH3:7])[N:5]=[C:4]([C:8]([F:11])([F:10])[F:9])[CH:3]=2)=[C:22]([N+:26]([O-:28])=[O:27])[CH:23]=1 |f:1.2.3|. Procedure: 5-Hydroxy-1-methyl-3-trifluoromethylpyrazole (7.0 g, 40 mmol) and powdered potassium carbonate (11.4 g, 80 mmol) were stirred together in dimethylsulfoxide (40 ml) for 30 minutes. 4,5-Dichloro-2-fluoronitrobenzene (7.9 g, 50 mmol) was added and the mixture stirred at room temperature for 18 h. The mixture was partitioned between diethyl ether and water, the ethereal extract washed with water and brine, dried over magnesium sulfate, filtered and the filtrate evaporated. The residue was further pu... Reactants: FC1=CC=C(C=C1)OC(N(C)[C@H]1CNC[C@@H]1C1=CC(=C(C=C1)Cl)Cl)=O (rac-[(3R,4S)-4-(3,4-dichloro-phenyl)-pyrrolidin-3-yl]-methyl-carbamic acid 4-fluoro-phenyl ester), C(C)(=O)N1CCC(CC1)C(=O)O (1-acetylpiperidine-4-carboxylic acid). Yields the product FC1=CC=C(C=C1)OC(N(C)[C@H]1CN(C[C@@H]1C1=CC(=C(C=C1)Cl)Cl)C(=O)C1CCN(CC1)C(C)=O)=O (rac-[(3R,4S)-1-(1-acetyl-piperidine-4-carbonyl)-4-(3,4-dichloro-phenyl)-pyrrolidin-3-yl]-methyl-carbamic acid 4-fluoro-phenyl ester). RXN SMILES: [F:1][C:2]1[CH:7]=[CH:6][C:5]([O:8][C:9](=[O:25])[N:10]([C@@H:12]2[C@@H:16]([C:17]3[CH:22]=[CH:21][C:20]([Cl:23])=[C:19]([Cl:24])[CH:18]=3)[CH2:15][NH:14][CH2:13]2)[CH3:11])=[CH:4][CH:3]=1.[C:26]([N:29]1[CH2:34][CH2:33][CH:32]([C:35](O)=[O:36])[CH2:31][CH2:30]1)(=[O:28])[CH3:27]>>[F:1][C:2]1[CH:7]=[CH:6][C:5]([O:8][C:9](=[O:25])[N:10]([C@@H:12]2[C@@H:16]([C:17]3[CH:22]=[CH:21][C:20]([Cl:23])=[C:19]([Cl:24])[CH:18]=3)[CH2:15][N:14]([C:35]([CH:32]3[CH2:31][CH2:30][N:29]([C:26](=[O:28])[CH3:27])[CH2:34][CH2:33]3)=[O:36])[CH2:13]2)[CH3:11])=[CH:4][CH:3]=1. Procedure details: In analogy to the procedure described for the synthesis of example 44 (step c), the title compound rac-[(3R,4S)-1-(1-acetyl-piperidine-4-carbonyl)-4-(3,4-dichloro-phenyl)-pyrrolidin-3-yl]-methyl-carbamic acid 4-fluoro-phenyl ester was prepared from rac-[(3R,4S)-4-(3,4-dichloro-phenyl)-pyrrolidin-3-yl]-methyl-carbamic acid 4-fluoro-phenyl ester using 1-acetylpiperidine-4-carboxylic acid instead of 1-methylcyclopropane-1-carboxylic acid and was obtained as a brown oil. MS m/e: 536.1 [M]+. Starting materials: C(C)(=O)NC1=CC=C(C=N1)/C=C/C(=O)OC (methyl (E)-3-(6-acetylaminopyridin-3-yl)acrylate), O (water), [H-].[Na+] (sodium hydride), CI (Methyl iodide). Run in CN(C=O)C (N,N-dimethylformamide), CN(C=O)C (N,N-dimethylformamide). Reaction conditions: time 1 hour. Product: CN(C(C)=O)C1=CC=C(C=N1)/C=C/C(=O)OC (methyl (E)-3-[6-(N-methyl-N-acetylamino)pyridin-3-yl]acrylate). Yield: 60.1%. Reaction SMILES: [H-].[Na+].[C:3]([NH:6][C:7]1[N:12]=[CH:11][C:10](/[CH:13]=[CH:14]/[C:15]([O:17][CH3:18])=[O:16])=[CH:9][CH:8]=1)(=[O:5])[CH3:4].[CH3:19]I.O>CN(C)C=O>[CH3:19][N:6]([C:7]1[N:12]=[CH:11][C:10](/[CH:13]=[CH:14]/[C:15]([O:17][CH3:18])=[O:16])=[CH:9][CH:8]=1)[C:3](=[O:5])[CH3:4] |f:0.1|. Procedure details: To a suspension of sodium hydride (60% in oil, 20.6 mg) in N,N-dimethylformamide (1 ml) was added dropwise a solution of methyl (E)-3-(6-acetylaminopyridin-3-yl)acrylate (180 mg) in N,N-dimethylformamide (2 ml) at 0° C. under nitrogen and the mixture was stirred for 1 hour. Methyl iodide (116 mg) was added to the mixture under the same condition and the mixture was stirred for 2 hours. The reaction mixture was poured into water and extracted with ethyl acetate. The organic layer was washed with ...